Task: describe an organic reaction: reactants, conditions, products, and yield. Dataset: the Open Reaction Database (ORD), a public repository of structured organic reaction records The reactants are C1=NNC=2N=CC=3CN(CCC3C21)C(=O)NC=2C=C(C(=O)OCC)C=CC2 (ethyl 3-(6,7,8,9-tetrahydro-3H-pyrazolo[3,4-c][2,7]naphthyridine-7-carboxamido)benzoate), [OH-].[Na+] (NaOH). Run in CO (methanol). Conditions: time 16 hour. The product is C1=NNC=2N=CC=3CN(CCC3C21)C(=O)NC=2C=C(C(=O)O)C=CC2 (3-(6,7,8,9-tetrahydro-3H-pyrazolo[3,4-c][2,7]naphthyridine-7-carboxamido)benzoic acid). The yield is 98.6%. Reaction SMILES: [CH:1]1[C:13]2[C:12]3[CH2:11][CH2:10][N:9]([C:14]([NH:16][C:17]4[CH:18]=[C:19]([CH:25]=[CH:26][CH:27]=4)[C:20]([O:22]CC)=[O:21])=[O:15])[CH2:8][C:7]=3[CH:6]=[N:5][C:4]=2[NH:3][N:2]=1.[OH-].[Na+]>CO>[CH:1]1[C:13]2[C:12]3[CH2:11][CH2:10][N:9]([C:14]([NH:16][C:17]4[CH:18]=[C:19]([CH:25]=[CH:26][CH:27]=4)[C:20]([OH:22])=[O:21])=[O:15])[CH2:8][C:7]=3[CH:6]=[N:5][C:4]=2[NH:3][N:2]=1 |f:1.2|. Procedure details: To a solution of ethyl 3-(6,7,8,9-tetrahydro-3H-pyrazolo[3,4-c][2,7]naphthyridine-7-carboxamido)benzoate (0.593 g, 1.62 mmol) in methanol (10 mL) was added aqueous NaOH (0.64 g in 6 mL of H2O, 16.2 mmol). The reaction was stirred at room temperature for 16 hours. The solvent was then removed under reduced pressure the resulting aqueous solution acidified to pH<2 using 2N HCl. A white precipitate crashed out, which was filtered, washed with water and dried to give the pure desired product, 3-(6,7... Reactants: C(C1=CC=CC=C1)N1C=CC2=CC(=CC=C12)O (1-benzyl-5-hydroxy-1H-indole), ClC=1C=C(C=CC1F)C(F)(F)F (3-chloro-4-fluorobenzotrifluoride), C(=O)([O-])[O-].[Cs+].[Cs+] (Cs2CO3). The solvent is CN(C)C=O (DMF). Run at time 16 hour. The product is C(C1=CC=CC=C1)N1C=CC2=CC(=CC=C12)OC1=C(C=C(C=C1)C(F)(F)F)Cl (1-benzyl-5-(2-chloro-4-trifluoromethyl-phenoxy)-1H-indole). Yield: 68.6%. RXN SMILES: [CH2:1]([N:8]1[C:16]2[C:11](=[CH:12][C:13]([OH:17])=[CH:14][CH:15]=2)[CH:10]=[CH:9]1)[C:2]1[CH:7]=[CH:6][CH:5]=[CH:4][CH:3]=1.[Cl:18][C:19]1[CH:20]=[C:21]([C:26]([F:29])([F:28])[F:27])[CH:22]=[CH:23][C:24]=1F.C([O-])([O-])=O.[Cs+].[Cs+]>CN(C=O)C>[CH2:1]([N:8]1[C:16]2[C:11](=[CH:12][C:13]([O:17][C:24]3[CH:23]=[CH:22][C:21]([C:26]([F:29])([F:28])[F:27])=[CH:20][C:19]=3[Cl:18])=[CH:14][CH:15]=2)[CH:10]=[CH:9]1)[C:2]1[CH:3]=[CH:4][CH:5]=[CH:6][CH:7]=1 |f:2.3.4|. Reported procedure: A slurry of 0.413 g (1.85 mmol) 1-benzyl-5-hydroxy-1H-indole, 0.3 ml (2.2 mmol) 3-chloro-4-fluorobenzotrifluoride, and 1.0 g (3.0 mmol) Cs2CO3 in 12 ml DMF was heated to 130° C. with stirring for 16 hr. The solution was allowed to cool and then filtered to remove Cs2CO3. The solution was concentrated under vacuum and chromatographed on silica using 5–7% EtOAc-hexane to afford 0.51 g 1-benzyl-5-(2-chloro-4-trifluoromethyl-phenoxy)-1H-indole as an oil. Reactants: C(C#CC)N1C(=NC=2C=NN(C(C21)=O)C)N2CCNCC2 (3-(2-butynyl)-5-methyl-2-(piperazin-1-yl)-3,5-dihydroimidazo[4,5-d]pyridazin-4-one), O.C1(=CC=C(C=C1)S(=O)(=O)O)C (p-toluenesulfonic acid monohydrate). Run in C(C)O (ethanol), C(C)O (ethanol). Yields the product C1(=CC=C(C=C1)S(=O)(=O)O)C.C(C#CC)N1C(=NC=2C=NN(C(C21)=O)C)N2CCNCC2 (3-(2-Butynyl)-5-methyl-2-(piperazin-1-yl)-3,5-dihydroimidazo[4,5-d]pyridazin-4-one toluene-4-sulfonate). The yield is 96.9%. As a reaction SMILES: [CH2:1]([N:5]1[C:13]2[C:12](=[O:14])[N:11]([CH3:15])[N:10]=[CH:9][C:8]=2[N:7]=[C:6]1[N:16]1[CH2:21][CH2:20][NH:19][CH2:18][CH2:17]1)[C:2]#[C:3][CH3:4].O.[C:23]1([CH3:33])[CH:28]=[CH:27][C:26]([S:29]([OH:32])(=[O:31])=[O:30])=[CH:25][CH:24]=1>C(O)C>[C:23]1([CH3:33])[CH:24]=[CH:25][C:26]([S:29]([OH:32])(=[O:30])=[O:31])=[CH:27][CH:28]=1.[CH2:1]([N:5]1[C:13]2[C:12](=[O:14])[N:11]([CH3:15])[N:10]=[CH:9][C:8]=2[N:7]=[C:6]1[N:16]1[CH2:17][CH2:18][NH:19][CH2:20][CH2:21]1)[C:2]#[C:3][CH3:4] |f:1.2,4.5|. Procedure details: 98.7 mg of 3-(2-butynyl)-5-methyl-2-(piperazin-1-yl)-3,5-dihydroimidazo[4,5-d]pyridazin-4-one was dissolved in 1 ml of ethanol, and then 1 ml of an ethanol solution of 101 mg of p-toluenesulfonic acid monohydrate was added thereto while the solution was being stirred. The mixture was cooled with ice for two hours while being stirred. The precipitate was collected by filtration, and then dried under reduced pressure at 50° C. for one hour to give 153.2 mg of the title compound. The reactants are COC(=O)c1cc(Br)cc(NC2CCN(C(=O)OC(C)(C)C)CC2)c1C, CC(=O)O[BH-](OC(C)=O)OC(C)=O, CC(=O)O, CC=O, CC(Cl)Cl, [Na+]. Yields the product CCN(c1cc(Br)cc(C(=O)OC)c1C)C1CCN(C(=O)OC(C)(C)C)CC1. As a reaction SMILES: [Br:1][c:2]1[cH:3][c:4]([C:23](=[O:24])[O:25][CH3:26])[c:5]([CH3:22])[c:6]([NH:8][CH:9]2[CH2:10][CH2:11][N:12]([C:15](=[O:16])[O:17][C:18]([CH3:19])([CH3:20])[CH3:21])[CH2:13][CH2:14]2)[cH:7]1.[C:34]([O:35][BH-:36]([O:37][C:38](=[O:39])[CH3:40])[O:41][C:42](=[O:43])[CH3:44])(=[O:45])[CH3:46].[CH3:30][C:31](=[O:32])[OH:33].[CH:27]([CH3:28])=[O:29].[Cl:48][CH:49]([Cl:50])[CH3:51].[Na+:47]>>[Br:1][c:2]1[cH:3][c:4]([C:23](=[O:24])[O:25][CH3:26])[c:5]([CH3:22])[c:6]([N:8]([CH:9]2[CH2:10][CH2:11][N:12]([C:15](=[O:16])[O:17][C:18]([CH3:19])([CH3:20])[CH3:21])[CH2:13][CH2:14]2)[CH2:27][CH3:28])[cH:7]1. Reactants: ClCCl, OC1CCCCC1OCc1ccccc1F, [K+], [K+], O=[Cr](=O)([O-])O[Cr](=O)(=O)[O-], O=S(=O)(O)O. Yields the product O=C1CCCCC1OCc1ccccc1F. Reaction SMILES: [CH2:28]([Cl:29])[Cl:30].[F:1][c:2]1[c:3]([CH2:4][O:5][CH:6]2[CH:7]([OH:12])[CH2:8][CH2:9][CH2:10][CH2:11]2)[cH:13][cH:14][cH:15][cH:16]1.[K+:17].[K+:18].[O-:19][Cr:20]([O:21][Cr:22](=[O:23])(=[O:24])[O-:25])(=[O:26])=[O:27].[S:31](=[O:32])(=[O:33])([OH:34])[OH:35]>>[F:1][c:2]1[c:3]([CH2:4][O:5][CH:6]2[C:7](=[O:12])[CH2:8][CH2:9][CH2:10][CH2:11]2)[cH:13][cH:14][cH:15][cH:16]1. Reactants: CN1CCC(CC1)C1=NNC2=CC=CC=C12 (3-(1-methyl-4-piperidinyl)-1H-indazole), C(\C=C\C(=O)O)(=O)O (fumaric acid), [H-].[Na+] (sodium hydride), FC1=CC=C(C=C1)Cl (4-fluorochlorobenzene). Solvent: CN(C=O)C (dimethylformamide), O (water), CCOCC (ether), CN(C=O)C (dimethylformamide). Reaction conditions: time 45 minute. The product is C(\C=C\C(=O)O)(=O)O.ClC1=CC=C(C=C1)N1N=C(C2=CC=CC=C12)C1CCN(CC1)C (1-(4-Chlorophenyl)-3-(1-methyl-4-piperidinyl)-1H-indazole fumarate). Yield: 47.5%. RXN SMILES: [H-].[Na+].[CH3:3][N:4]1[CH2:9][CH2:8][CH:7]([C:10]2[C:18]3[C:13](=[CH:14][CH:15]=[CH:16][CH:17]=3)[NH:12][N:11]=2)[CH2:6][CH2:5]1.F[C:20]1[CH:25]=[CH:24][C:23]([Cl:26])=[CH:22][CH:21]=1.[C:27]([OH:34])(=[O:33])/[CH:28]=[CH:29]/[C:30]([OH:32])=[O:31]>CN(C)C=O.CCOCC.O>[C:27]([OH:34])(=[O:33])/[CH:28]=[CH:29]/[C:30]([OH:32])=[O:31].[Cl:26][C:23]1[CH:24]=[CH:25][C:20]([N:12]2[C:13]3[C:18](=[CH:17][CH:16]=[CH:15][CH:14]=3)[C:10]([CH:7]3[CH2:6][CH2:5][N:4]([CH3:3])[CH2:9][CH2:8]3)=[N:11]2)=[CH:21][CH:22]=1 |f:0.1,8.9|. Reported procedure: To a stirred suspension of 1.1 g of sodium hydride (50% oil dispersion) in 40 ml of dimethylformamide was added, dropwise, under nitrogen, 4.0 g of 3-(1-methyl-4-piperidinyl)-1H-indazole dissolved in 25 ml of hot dimethylformamide. The reaction was stirred at ambient temperature for 45 min, and 2.9 ml of 4-fluorochlorobenzene was added. The temperature was increased to 120° and the reaction proceeded at this temperature for 24 hr. The reaction was poured into water and the aqueous mixture was ex...